Dataset: the Open Reaction Database (ORD), a public repository of structured organic reaction records. Task: describe an organic reaction: reactants, conditions, products, and yield Starting materials: OC1=C(C=C(C=O)C=C1)[N+](=O)[O-] (4-hydroxy-3-nitrobenzaldehyde), C(C)(=O)CC(C)=O (acetylacetone), C(C)(=O)O (acetic acid), N1CCCCC1 (piperidine). The solvent is C1=CC=CC=C1 (benzene), C(C)OCC (diethyl ether). Product: OC1=C(C=C(C=CC(=O)CC(C)=O)C=C1)[N+](=O)[O-] (2-(4-hydroxy-3-nitrobenzylidene)acetylacetone). Isolated yield 85.0%. Reaction SMILES: [OH:1][C:2]1[CH:9]=[CH:8][C:5]([CH:6]=O)=[CH:4][C:3]=1[N+:10]([O-:12])=[O:11].[C:13]([CH2:16][C:17](=[O:19])[CH3:18])(=[O:15])[CH3:14].C(O)(=O)C.N1CCCCC1>C1C=CC=CC=1.C(OCC)C>[OH:1][C:2]1[CH:9]=[CH:8][C:5]([CH:6]=[CH:14][C:13]([CH2:16][C:17](=[O:19])[CH3:18])=[O:15])=[CH:4][C:3]=1[N+:10]([O-:12])=[O:11]. Procedure details: A mixture of 4-hydroxy-3-nitrobenzaldehyde (43.5 g), acetylacetone (26 g), acetic acid (3.12 g) and piperidine (1.03 ml) in benzene (26 ml) was refluxed for 1 hours under azeotropic dehydration. To the reaction mixture was added 100 ml of diethyl ether. The mixture was washed with water (100 ml) and a saturated aqueous solution of sodium chloride (50 ml), dried over magnesium sulfate and evaporated in vacuo to afford 2-(4-hydroxy-3-nitrobenzylidene)acetylacetone (55.0 g). The reactants are O.C1(=CC=C(C=C1)S(=O)(=O)O)C (p-toluenesulfonic acid monohydrate), CC1=NC(NC(C1)(C)C)(C)C (acetonine). Solvent: CC(=O)C (acetone), CC(=O)C (acetone). The product is C1(=CC=C(C=C1)S(=O)(=O)O)C (p-toluenesulfonic acid), CC1=NC(NC(C1)(C)C)(C)C (acetonine). RXN SMILES: O.[C:2]1([CH3:12])[CH:7]=[CH:6][C:5]([S:8]([OH:11])(=[O:10])=[O:9])=[CH:4][CH:3]=1.[CH3:13][C:14]1[CH2:19][C:18]([CH3:21])([CH3:20])[NH:17][C:16]([CH3:23])([CH3:22])[N:15]=1>CC(C)=O>[C:2]1([CH3:12])[CH:3]=[CH:4][C:5]([S:8]([OH:11])(=[O:9])=[O:10])=[CH:6][CH:7]=1.[CH3:13][C:14]1[CH2:19][C:18]([CH3:21])([CH3:20])[NH:17][C:16]([CH3:23])([CH3:22])[N:15]=1 |f:0.1|. Procedure: A solution of 19 g. of p-toluenesulfonic acid monohydrate in 40 ml. of acetone was added dropwise to a solution of 15.5 g. of acetonine in 30 ml. of acetone under cooling to 0°-5°C. and under stirring, to form p-toluenesulfonic acid salt of acetonine. The mixture was stirred at 25°C. for 10 hours to effect the reaction and cooled with ice. Crystals thus formed were filtered out and washed with cold acetone and the washing was combined with the filtrate and concentrated. The concentration residue... The yield is 64.1%. Procedure details: Potassium cyanide (0.473 g) was added to a stirred solution of the product from step (vi) (0.85 g) in DMSO (10 mL) and DMF (10 mL). The mixture was stirred at rt for 15 h, diluted with EtOAc, washed with saturated NaHCO3 solution, saturated brine dried, filtered and evaporated. The crude product was purified by chromatography eluting with 0 to 5% MeOH in DCM to afford the subtitle compound as a yellow solid 0.530 g. Run at time 15 hour. As a reaction SMILES: [C-:1]#[N:2].[K+].Cl[CH2:5][C:6]1[CH:26]=[CH:25][C:9]([CH2:10][C:11]2[C:12]([NH:19][CH2:20][CH2:21][CH2:22][CH2:23][CH3:24])=[N:13][C:14]([NH2:18])=[N:15][C:16]=2[CH3:17])=[C:8]([F:27])[CH:7]=1>CS(C)=O.CN(C=O)C.CCOC(C)=O>[NH2:18][C:14]1[N:15]=[C:16]([CH3:17])[C:11]([CH2:10][C:9]2[CH:25]=[CH:26][C:6]([CH2:5][C:1]#[N:2])=[CH:7][C:8]=2[F:27])=[C:12]([NH:19][CH2:20][CH2:21][CH2:22][CH2:23][CH3:24])[N:13]=1 |f:0.1|. The product is NC1=NC(=C(C(=N1)C)CC1=C(C=C(C=C1)CC#N)F)NCCCCC (2-(4-((2-Amino-4-methyl-6-(pentylamino)pyrimidin-5-yl)methyl)-3-fluorophenyl)acetonitrile). Solvent: CS(=O)C (DMSO), CN(C)C=O (DMF), CCOC(=O)C (EtOAc). Reactants: [C-]#N.[K+] (Potassium cyanide), ClCC1=CC(=C(CC=2C(=NC(=NC2C)N)NCCCCC)C=C1)F (5-(4-(Chloromethyl)-2-fluorobenzyl)-6-methyl-N4-pentylpyrimidine-2,4-diamine). Reactants: CCC(C)Nc1nc(C(F)(F)F)ccc1C=CC(=O)O, Cl, CC(N)c1ccc(NS(C)(=O)=O)c(F)c1. Product: CCC(C)Nc1nc(C(F)(F)F)ccc1C=CC(=O)NC(C)c1ccc(NS(C)(=O)=O)c(F)c1. Reaction SMILES: [CH:17]([CH3:18])([CH2:19][CH3:20])[NH:21][c:22]1[n:23][c:24]([C:33]([F:34])([F:35])[F:36])[cH:25][cH:26][c:27]1[CH:28]=[CH:29][C:30](=[O:31])[OH:32].[ClH:16].[NH2:1][CH:2]([CH3:3])[c:4]1[cH:5][c:6]([F:15])[c:7]([NH:10][S:11](=[O:12])(=[O:13])[CH3:14])[cH:8][cH:9]1>>[NH:1]([CH:2]([CH3:3])[c:4]1[cH:5][c:6]([F:15])[c:7]([NH:10][S:11](=[O:12])(=[O:13])[CH3:14])[cH:8][cH:9]1)[C:30]([CH:29]=[CH:28][c:27]1[c:22]([NH:21][CH:17]([CH3:18])[CH2:19][CH3:20])[n:23][c:24]([C:33]([F:34])([F:35])[F:36])[cH:25][cH:26]1)=[O:31]. Reactants: O.P(=O)(O)([O-])[O-].[Na+].[Na+] (sodium hydrogen phosphate monohydrate), OO (hydrogen peroxide), [Cl-].[Na+] (sodium chloride), ClC1=C(C(=O)OC)C=CC(=C1C=O)S(=O)(=O)C (methyl 2-chloro-3-formyl-4-methylsulfonylbenzoate), Cl (hydrochloric acid), S(=O)(O)[O-].[Na+] (sodium hydrogen sulfite). Run in O (water), C(C)#N (acetonitrile). Conditions: temperature 5 celsius, time 1 hour. Product: ClC1=C(C(=O)OC)C=CC(=C1C(=O)O)S(=O)(=O)C (methyl 2-chloro-3-hydroxycarbonyl-4-methylsulfonylbenzoate). RXN SMILES: O.P([O-])([O-])(O)=O.[Na+].[Na+].OO.[Cl-].[Na+].[Cl:13][C:14]1[C:23]([CH:24]=[O:25])=[C:22]([S:26]([CH3:29])(=[O:28])=[O:27])[CH:21]=[CH:20][C:15]=1[C:16]([O:18][CH3:19])=[O:17].Cl.S([O-])(O)=[O:32].[Na+]>O.C(#N)C>[Cl:13][C:14]1[C:23]([C:24]([OH:32])=[O:25])=[C:22]([S:26]([CH3:29])(=[O:28])=[O:27])[CH:21]=[CH:20][C:15]=1[C:16]([O:18][CH3:19])=[O:17] |f:0.1.2.3,5.6,9.10|. Reported procedure: At 5° C., 13.8 g (0.11 mol) of sodium hydrogen phosphate monohydrate in 170 ml of water, 49.3 g (0.43 mol) of a 30% strength solution of hydrogen peroxide and 66.2 g (0.59 mol) of an 80% strength aqueous sodium chloride solution were added successively to a solution of 115.3 g (0.42 mol) of methyl 2-chloro-3-formyl-4-methylsulfonylbenzoate and 2000 ml of acetonitrile. The reaction solution was subsequently stirred at 5° C. for 1 hour and then at room temperature for 12 hours. The pH was then adj... Starting materials: N#Cc1ccc(Oc2ccc3c(c2)COB3O)c(CNC=O)c1, CCO, Cl. The product is N#Cc1ccc(Oc2ccc3c(c2)COB3O)c(CN)c1, Cl. As a reaction SMILES: [C:1](#[N:2])[c:3]1[cH:4][c:5]([CH2:20][NH:21][CH:22]=[O:23])[c:6]([O:7][c:8]2[cH:9][cH:10][c:11]3[c:12]([cH:17]2)[CH2:13][O:14][B:15]3[OH:16])[cH:18][cH:19]1.[CH3:25][CH2:26][OH:27].[ClH:24]>>[C:1](#[N:2])[c:3]1[cH:4][c:5]([CH2:20][NH2:21])[c:6]([O:7][c:8]2[cH:9][cH:10][c:11]3[c:12]([cH:17]2)[CH2:13][O:14][B:15]3[OH:16])[cH:18][cH:19]1.[ClH:24].